This data is from the Open Reaction Database (ORD), a public repository of structured organic reaction records. The task is: describe an organic reaction: reactants, conditions, products, and yield The reactants are CC(=O)c1csc(-c2ccc(Cl)c(Cl)c2)c1O, NNC(=O)c1ccc(C(=O)NCc2ccncc2)s1. The product is CC(=NNC(=O)c1ccc(C(=O)NCc2ccncc2)s1)c1csc(-c2ccc(Cl)c(Cl)c2)c1O. Reaction SMILES: [Cl:1][c:2]1[cH:3][c:4](-[c:9]2[s:10][cH:11][c:12]([C:15](=[O:16])[CH3:17])[c:13]2[OH:14])[cH:5][cH:6][c:7]1[Cl:8].[cH:18]1[cH:19][c:20]([CH2:24][NH:25][C:26](=[O:27])[c:28]2[s:29][c:30]([C:33](=[O:34])[NH:35][NH2:36])[cH:31][cH:32]2)[cH:21][cH:22][n:23]1>>[Cl:1][c:2]1[cH:3][c:4](-[c:9]2[s:10][cH:11][c:12]([C:15]([CH3:17])=[N:36][NH:35][C:33]([c:30]3[s:29][c:28]([C:26]([NH:25][CH2:24][c:20]4[cH:19][cH:18][n:23][cH:22][cH:21]4)=[O:27])[cH:32][cH:31]3)=[O:34])[c:13]2[OH:14])[cH:5][cH:6][c:7]1[Cl:8]. Starting materials: COC(=O)C(C(=O)OC)c1cc(Cl)c(Br)cc1S(=O)(=O)N1CCC(C)(C)c2ccccc21, CS(C)=O, [Cl-], [Na+], O. Yields the product COC(=O)Cc1cc(Cl)c(Br)cc1S(=O)(=O)N1CCC(C)(C)c2ccccc21. RXN SMILES: [CH3:1][O:2][C:3]([CH:4]([C:5]([O:6][CH3:7])=[O:8])[c:9]1[c:10]([S:17](=[O:18])(=[O:19])[N:20]2[CH2:21][CH2:22][C:23]([CH3:30])([CH3:31])[c:24]3[cH:25][cH:26][cH:27][cH:28][c:29]32)[cH:11][c:12]([Br:16])[c:13]([Cl:15])[cH:14]1)=[O:32].[CH3:36][S:37]([CH3:38])=[O:39].[Cl-:33].[Na+:34].[OH2:35]>>[CH3:1][O:2][C:3]([CH2:4][c:9]1[c:10]([S:17](=[O:18])(=[O:19])[N:20]2[CH2:21][CH2:22][C:23]([CH3:30])([CH3:31])[c:24]3[cH:25][cH:26][cH:27][cH:28][c:29]32)[cH:11][c:12]([Br:16])[c:13]([Cl:15])[cH:14]1)=[O:32]. Reactants: ClC1=CC(=NC2=CC=C(C=C12)C)N1CCS(C2=C(C1)C=CC=C2)(=O)=O (4-(4-chloro-6-methylquinolin-2-yl)-2,3,4,5-tetrahydro-1,4-benzothiazepine 1,1-dioxide), N1CCC(CC1)CN (1-(piperidin-4-yl)methanamine). The product is O=S1(CCN(CC2=C1C=CC=C2)C2=NC1=CC=C(C=C1C(=C2)NCC2CCNCC2)C)=O (2-(1,1-Dioxido-2,3-dihydro-1,4-benzothiazepin-4(5H)-yl)-6-methyl-N-(piperidin-4-ylmethyl)quinolin-4-amine). As a reaction SMILES: Cl[C:2]1[C:11]2[C:6](=[CH:7][CH:8]=[C:9]([CH3:12])[CH:10]=2)[N:5]=[C:4]([N:13]2[CH2:19][C:18]3[CH:20]=[CH:21][CH:22]=[CH:23][C:17]=3[S:16](=[O:25])(=[O:24])[CH2:15][CH2:14]2)[CH:3]=1.[NH:26]1[CH2:31][CH2:30][CH:29]([CH2:32][NH2:33])[CH2:28][CH2:27]1>>[O:24]=[S:16]1(=[O:25])[C:17]2[CH:23]=[CH:22][CH:21]=[CH:20][C:18]=2[CH2:19][N:13]([C:4]2[CH:3]=[C:2]([NH:33][CH2:32][CH:29]3[CH2:30][CH2:31][NH:26][CH2:27][CH2:28]3)[C:11]3[C:6](=[CH:7][CH:8]=[C:9]([CH3:12])[CH:10]=3)[N:5]=2)[CH2:14][CH2:15]1. Procedure: The title compound was prepared in analogy to Example 3-1 in Scheme 5 by using 4-(4-chloro-6-methylquinolin-2-yl)-2,3,4,5-tetrahydro-1,4-benzothiazepine 1,1-dioxide (prepared in analogy to the one in Example 2-1) and 1-(piperidin-4-yl)methanamine. MS obsd. (ESI+) [(M+H)+] 451, 1H NMR (400 MHz, DMSO-d6) δ ppm 9.89 (brs, 2 H), 7.875 (t, J=8.0 Hz, 2 H), 7.76 (s, 1 H), 7.625 (t, J=6.8 Hz, 1 H), 7.48 (d, J=7.6 Hz, 1 H), 7.30 (d, J=8.4 Hz, 1 H), 7.226 (d, J=1.6 Hz, 1 H), 6.73 (t, J=5.43 Hz, 1 H), 5.07...